Dataset: the Open Reaction Database (ORD), a public repository of structured organic reaction records. Task: describe an organic reaction: reactants, conditions, products, and yield Reactants: FC=1C(=NC=C(C1)F)C=1C=C(C=CC1F)N (3-(3,5-difluoropyridin-2-yl)-4-fluorophenylamine), Br (hydrogen bromide), N(=O)[O-].[Na+] (sodium nitrite), N (ammonia), [OH-].[Na+] (sodium hydroxide), Br (hydrogen bromide). Reagents/catalysts: [Cu]Br (copper(I) bromide). Solvent: O1CCOCC1 (1,4-dioxane), O (water). Reaction conditions: temperature -10 celsius. The product is BrC=1C=CC(=C(C1)C1=NC=C(C=C1F)F)F (2-(5-bromo-2-fluorophenyl)-3,5-difluoropyridine). As a reaction SMILES: [F:1][C:2]1[C:3]([C:9]2[CH:10]=[C:11](N)[CH:12]=[CH:13][C:14]=2[F:15])=[N:4][CH:5]=[C:6]([F:8])[CH:7]=1.N([O-])=O.[Na+].[OH-].[Na+].N.[BrH:24]>O.[Cu]Br.O1CCOCC1>[Br:24][C:11]1[CH:12]=[CH:13][C:14]([F:15])=[C:9]([C:3]2[C:2]([F:1])=[CH:7][C:6]([F:8])=[CH:5][N:4]=2)[CH:10]=1 |f:1.2,3.4|. Procedure: To 3-(3,5-difluoropyridin-2-yl)-4-fluorophenylamine was added 1,4-dioxane (5 ml) and 48% aqueous hydrogen bromide (15 ml). The solution was cooled to −10° C., and a solution of sodium nitrite (0.252 g) in water (1 ml) was added dropwise with stirring to maintain an internal temperature below −5° C. The mixture was then stirred for a further 1 h at 0 to −5° C., then a solution of copper(I) bromide (1.283 g) in 48% aqueous hydrogen bromide (5 ml) was added slowly with stirring to maintain a reacti...